Dataset: the Open Reaction Database (ORD), a public repository of structured organic reaction records. Task: describe an organic reaction: reactants, conditions, products, and yield Starting materials: O=C1C(C(C2=CC(=C(C(=C12)Cl)Cl)OCC(=O)O)C)CC ((1-oxo-2-ethyl-3-methyl-6,7-dichloro-5-indanyloxy)acetic acid), [N+](=O)([O-])C (nitromethane), ice water, ClCl (chlorine). The reagents and catalysts are Cl (hydrochloric acid). Run in C(C)(=O)O (acetic acid), C(C)(=O)O (acetic acid). The product is O=C1C(C(C2=CC(=C(C(=C12)Cl)Cl)OCC(=O)O)C)(Cl)CC ((1-oxo-2-ethyl-3-methyl-2,6,7-trichloro-5-indanyloxy)acetic acid). The yield is 93.0%. RXN SMILES: [O:1]=[C:2]1[C:10]2[C:5](=[CH:6][C:7]([O:13][CH2:14][C:15]([OH:17])=[O:16])=[C:8]([Cl:12])[C:9]=2[Cl:11])[CH:4]([CH3:18])[CH:3]1[CH2:19][CH3:20].[Cl:21]Cl.[N+](C)([O-])=O>C(O)(=O)C.Cl>[O:1]=[C:2]1[C:10]2[C:5](=[CH:6][C:7]([O:13][CH2:14][C:15]([OH:17])=[O:16])=[C:8]([Cl:12])[C:9]=2[Cl:11])[CH:4]([CH3:18])[C:3]1([CH2:19][CH3:20])[Cl:21]. Reported procedure: To a suspension of (1-oxo-2-ethyl-3-methyl-6,7-dichloro-5-indanyloxy)acetic acid (3.5 g., 0.011 mole) in glacial acetic acid (75 ml.) and concentrated hydrochloric acid (2 drops) is added, with stirring, a solution of glacial acetic acid (50 ml.) and chlorine (0.9 g., 0.0127 mole) over a period of 10 minutes. During the addition the reaction vessel is heated on a steam bath. After the addition is complete, the mixture is stirred without heating for 30 minutes and then poured into ice water (600 ... The reactants are CC(C)(C)[O-], [K+], CN(C)C=O, c1cc2cc[nH]c2cn1. The product is Nn1ccc2ccncc21. RXN SMILES: [CH3:10][C:11]([CH3:12])([O-:13])[CH3:14].[K+:15].[O:16]=[CH:17][N:18]([CH3:19])[CH3:20].[nH:1]1[cH:2][cH:3][c:4]2[c:5]1[cH:6][n:7][cH:8][cH:9]2>>[n:1]1([NH2:18])[cH:2][cH:3][c:4]2[c:5]1[cH:6][n:7][cH:8][cH:9]2.